The task is: describe an organic reaction: reactants, conditions, products, and yield. This data is from the Open Reaction Database (ORD), a public repository of structured organic reaction records. Starting materials: CC(C)C(=O)Nc1cccc(C2CCNCC2)c1, ClCCCCCCn1ccc2ccccc21, [I-], [K+], [K+], [Na+], O=C([O-])[O-], CN(C)C=O. Product: CC(C)C(=O)Nc1cccc(C2CCN(CCCCCCn3ccc4ccccc43)CC2)c1. Reaction SMILES: [CH3:17][CH:18]([C:19](=[O:20])[NH:21][c:22]1[cH:23][c:24]([CH:28]2[CH2:29][CH2:30][NH:31][CH2:32][CH2:33]2)[cH:25][cH:26][cH:27]1)[CH3:34].[Cl:1][CH2:2][CH2:3][CH2:4][CH2:5][CH2:6][CH2:7][n:8]1[cH:9][cH:10][c:11]2[cH:12][cH:13][cH:14][cH:15][c:16]12.[I-:41].[K+:35].[K+:36].[Na+:42].[O-:37][C:38]([O-:39])=[O:40].[O:43]=[CH:44][N:45]([CH3:46])[CH3:47]>>[CH2:2]([CH2:3][CH2:4][CH2:5][CH2:6][CH2:7][n:8]1[cH:9][cH:10][c:11]2[cH:12][cH:13][cH:14][cH:15][c:16]12)[N:31]1[CH2:30][CH2:29][CH:28]([c:24]2[cH:23][c:22]([NH:21][C:19]([CH:18]([CH3:17])[CH3:34])=[O:20])[cH:27][cH:26][cH:25]2)[CH2:33][CH2:32]1.